This data is from the Open Reaction Database (ORD), a public repository of structured organic reaction records. The task is: describe an organic reaction: reactants, conditions, products, and yield Reactants: C1(CCCC1)OC=1C=C(C=CC1OC)C1=NNC([C@H]2CCCC[C@@H]12)=O ((cis)-4-(3-Cyclopentyloxy-4-methoxyphenyl)-4a,5,6,7,8,8a-hexahydro-2H-phthalazin-1-one), C(C1=CC=CC=C1)Cl (benzylchloride), C(C1=CC=CC=C1)N1C([C@H]2CCCC[C@H]2C(=N1)C1=CC(=C(C=C1)OC)OC)=O ((cis)-2-Benzyl-4-(3,4-dimethoxyphenyl)-4a,5,6,7,8,8a-hexahydro-2H-phthalazin-1-one). Yields the product C(C1=CC=CC=C1)N1C([C@H]2CCCC[C@H]2C(=N1)C1=CC(=C(C=C1)OC)OC1CCCC1)=O ((cis)-2-Benzyl-4-(3-cyclopentyloxy-4-methoxyphenyl)-4a,5,6,7,8,8a-hexahydro-2H-phthalazin-1-one). RXN SMILES: [CH:1]1([O:6][C:7]2[CH:8]=[C:9]([C:15]3[C@H:24]4[C@H:19]([CH2:20][CH2:21][CH2:22][CH2:23]4)[C:18](=[O:25])[NH:17][N:16]=3)[CH:10]=[CH:11][C:12]=2[O:13][CH3:14])[CH2:5][CH2:4][CH2:3][CH2:2]1.[CH2:26](Cl)[C:27]1[CH:32]=[CH:31][CH:30]=[CH:29][CH:28]=1.C(N1N=C(C2C=CC(OC)=C(OC)C=2)[C@H]2[C@H](CCCC2)C1=O)C1C=CC=CC=1>>[CH2:26]([N:17]1[N:16]=[C:15]([C:9]2[CH:10]=[CH:11][C:12]([O:13][CH3:14])=[C:7]([O:6][CH:1]3[CH2:2][CH2:3][CH2:4][CH2:5]3)[CH:8]=2)[C@H:24]2[C@H:19]([CH2:20][CH2:21][CH2:22][CH2:23]2)[C:18]1=[O:25])[C:27]1[CH:32]=[CH:31][CH:30]=[CH:29][CH:28]=1. Procedure details: Prepared from compound 4 and benzylchloride as described for compound 78. Purified by chromatography [petroleum ether (60°-95° C.): ethyl acetate/4:1] and crystallized from petroleum ether (60°-95° C.)/ethyl acetate. M.p. 91°-92° C.